Task: describe an organic reaction: reactants, conditions, products, and yield. Dataset: the Open Reaction Database (ORD), a public repository of structured organic reaction records Starting materials: [H-].[Al+3].[Li+].[H-].[H-].[H-].C1CCOC1 (lithium aluminum hydride THF), OS(=O)(=O)O (H2SO4), C(C1=CC=CC=C1)N1C2=CC(=CC(=C2C=2C(CCCC12)C(=O)N)OCC#N)OC (9-benzyl-7-methoxy-5-cyanomethyloxy-1,2,3,4-tetrahydrocarbazole-4-carboxamide). Solvent: C1CCOC1 (THF), C1CCOC1 (THF). Run at time 1 hour. Product: NCCOC1=C2C=3C(CCCC3N(C2=CC(=C1)OC)CC1=CC=CC=C1)C(=O)N (5-(2-amino)ethyloxy-9-benzyl-7-methoxy-1,2,3,4-tetrahydrocarbazole-4-carboxamide). Isolated yield 55.2%. Reaction SMILES: [H-].[Al+3].[Li+].[H-].[H-].[H-].C1COCC1.OS(O)(=O)=O.[CH2:17]([N:24]1[C:36]2[CH2:35][CH2:34][CH2:33][CH:32]([C:37]([NH2:39])=[O:38])[C:31]=2[C:30]2[C:25]1=[CH:26][C:27]([O:44][CH3:45])=[CH:28][C:29]=2[O:40][CH2:41][C:42]#[N:43])[C:18]1[CH:23]=[CH:22][CH:21]=[CH:20][CH:19]=1>C1COCC1>[NH2:43][CH2:42][CH2:41][O:40][C:29]1[CH:28]=[C:27]([O:44][CH3:45])[CH:26]=[C:25]2[C:30]=1[C:31]1[CH:32]([C:37]([NH2:39])=[O:38])[CH2:33][CH2:34][CH2:35][C:36]=1[N:24]2[CH2:17][C:18]1[CH:23]=[CH:22][CH:21]=[CH:20][CH:19]=1 |f:0.1.2.3.4.5.6|. Reported procedure: To 1.93 ml (1.93 mmol) 1M lithium aluminum hydride/THF in 13 ml THF at 0° C. was added H2SO4(53 μl, 0.97 mmol) dropwise over 5 min. The mixture was allowed to stir at room temperature 1 hour, then a solution of 9-benzyl-7-methoxy-5-cyanomethyloxy-1,2,3,4-tetrahydrocarbazole-4-carboxamide (0.50 g, 1.29 mmol) in 13 ml THF was added dropwise at a rate which kept the temperature below 26° C. After an additional 45 minutes, the reaction was quenched with 0.5 ml 1:1 THF/H2O, 0.75 ml 13% NaOH, and fina... The reactants are ClC=1C=2N(N=CC1C1=CC=C(C=C1)Cl)C(NN2)=O (8-chloro-7-(4-chlorophenyl)-[1,2,4]triazolo[4,3-b]pyridazin-3(2H)-one), C(=O)([O-])[O-].[K+].[K+] (K2CO3), BrCC1=CC=C(C=C1)C1=CC=NO1 (5-(4-(bromomethyl)phenyl)isoxazole). The solvent is CN(C)C=O (DMF), O (water). Reaction conditions: temperature 70 celsius, time 2 hour. Product: O1N=CC=C1C1=CC=C(CN2N=C3N(N=CC(=C3Cl)C3=CC=C(C=C3)Cl)C2=O)C=C1 (2-(4-(isoxazol-5-yl)benzyl)-8-chloro-7-(4-chlorophenyl)-[1,2,4]triazolo[4,3-b]pyridazin-3(2H)-one). Yield: 96.0%. As a reaction SMILES: [Cl:1][C:2]1[C:3]2[N:4]([C:15](=[O:18])[NH:16][N:17]=2)[N:5]=[CH:6][C:7]=1[C:8]1[CH:13]=[CH:12][C:11]([Cl:14])=[CH:10][CH:9]=1.C([O-])([O-])=O.[K+].[K+].Br[CH2:26][C:27]1[CH:32]=[CH:31][C:30]([C:33]2[O:37][N:36]=[CH:35][CH:34]=2)=[CH:29][CH:28]=1>CN(C=O)C.O>[O:37]1[C:33]([C:30]2[CH:31]=[CH:32][C:27]([CH2:26][N:16]3[C:15](=[O:18])[N:4]4[N:5]=[CH:6][C:7]([C:8]5[CH:13]=[CH:12][C:11]([Cl:14])=[CH:10][CH:9]=5)=[C:2]([Cl:1])[C:3]4=[N:17]3)=[CH:28][CH:29]=2)=[CH:34][CH:35]=[N:36]1 |f:1.2.3|. Procedure details: To a solution of 8-chloro-7-(4-chlorophenyl)-[1,2,4]triazolo[4,3-b]pyridazin-3(2H)-one (300 mg, 1.07 mmol), prepared as described in Example 354, in DMF (5 mL) was added K2CO3 (180 mg, 1.3 mmol) followed by 5-(4-(bromomethyl)phenyl)isoxazole (305 mg, 1.28 mmol), prepared as described in Example 250A. The reaction mixture was stirred at 70° C. for 2 h. The reaction mixture was cooled to RT, diluted with water (25 mL) and a precipitate formed. The solid was collected by filtration. The solid was w... Reactants: C(=O)(O)CCCCOC=1C=C2C=CC(NC2=CC1)=O (6-(4-carboxybutoxy)carbostyril), [OH-].[Na+] (sodium hydroxide), ClC(=O)OCC(C)C (isobutyl chloroformate), C1(CCCCC1)CNCCN1CCCC1 (N-(cyclohexylmethyl)-N-[2-(1-pyrrolidinyl)ethyl]amine). The solvent is C(Cl)(Cl)Cl (chloroform). Run at time 30 minute. Yields the product C1(CCCCC1)CN(C(=O)CCCCOC=1C=C2C=CC(NC2=CC1)=O)CCN1CCCC1 (6-[4-{N-cyclohexylmethyl-N-[2-(1-pyrrolidinyl)ethyl]aminocarbonyl}butoxy]carbostyril). As a reaction SMILES: [C:1]([CH2:4][CH2:5][CH2:6][CH2:7][O:8][C:9]1[CH:10]=[C:11]2[C:16](=[CH:17][CH:18]=1)[NH:15][C:14](=[O:19])[CH:13]=[CH:12]2)([OH:3])=O.ClC(OCC(C)C)=O.[CH:28]1([CH2:34][NH:35][CH2:36][CH2:37][N:38]2[CH2:42][CH2:41][CH2:40][CH2:39]2)[CH2:33][CH2:32][CH2:31][CH2:30][CH2:29]1.[OH-].[Na+]>C(Cl)(Cl)Cl>[CH:28]1([CH2:34][N:35]([CH2:36][CH2:37][N:38]2[CH2:42][CH2:41][CH2:40][CH2:39]2)[C:1]([CH2:4][CH2:5][CH2:6][CH2:7][O:8][C:9]2[CH:10]=[C:11]3[C:16](=[CH:17][CH:18]=2)[NH:15][C:14](=[O:19])[CH:13]=[CH:12]3)=[O:3])[CH2:29][CH2:30][CH2:31][CH2:32][CH2:33]1 |f:3.4|. Reported procedure: 2.00 Grams of 6-(4-carboxybutoxy)carbostyril is suspended in 60 ml of chloroform. Thereto is added 1.40 g of DBu. The mixture is stirred for 30 minutes at room temperature. 1.05 g of isobutyl chloroformate is added with ice cooling. Then, there is dropwise added at room temperature 1.61 g of N-(cyclohexylmethyl)-N-[2-(1-pyrrolidinyl)ethyl]amine. The mixture is stirred for 3 hours at room temperature. Then, a 0.5N aqueous sodium hydroxide solution is added, and the mixture is stirred for 10 minut... Reactants: O=C(c1ccccc1Br)N1CCCNCC1, CCN=C=NCCCN(C)C, CCN(C(C)C)C(C)C, Cl, CN(C)C=O, O, On1nnc2ccccc21, O=C(O)CC(=O)Nc1ccc(-c2ccccc2)cc1. Product: O=C(CC(=O)N1CCCN(C(=O)c2ccccc2Br)CC1)Nc1ccc(-c2ccccc2)cc1. As a reaction SMILES: [Br:51][c:52]1[c:53]([C:58](=[O:59])[N:60]2[CH2:61][CH2:62][NH:63][CH2:64][CH2:65][CH2:66]2)[cH:54][cH:55][cH:56][cH:57]1.[CH3:29][CH2:30][N:31]=[C:32]=[N:33][CH2:34][CH2:35][CH2:36][N:37]([CH3:38])[CH3:39].[CH:1]([N:2]([CH2:3][CH3:4])[CH:5]([CH3:6])[CH3:7])([CH3:8])[CH3:9].[ClH:50].[O:67]=[CH:68][N:69]([CH3:70])[CH3:71].[OH2:72].[OH:40][n:41]1[c:42]2[c:43]([cH:44][cH:45][cH:46][cH:47]2)[n:48][n:49]1.[c:10]1(-[c:23]2[cH:24][cH:25][cH:26][cH:27][cH:28]2)[cH:11][cH:12][c:13]([NH:16][C:17]([CH2:18][C:19](=[O:20])[OH:21])=[O:22])[cH:14][cH:15]1>>[c:10]1(-[c:23]2[cH:24][cH:25][cH:26][cH:27][cH:28]2)[cH:11][cH:12][c:13]([NH:16][C:17]([CH2:18][C:19](=[O:21])[N:63]2[CH2:62][CH2:61][N:60]([C:58]([c:53]3[c:52]([Br:51])[cH:57][cH:56][cH:55][cH:54]3)=[O:59])[CH2:66][CH2:65][CH2:64]2)=[O:22])[cH:14][cH:15]1.